Dataset: the Open Reaction Database (ORD), a public repository of structured organic reaction records. Task: describe an organic reaction: reactants, conditions, products, and yield The reactants are [OH-].[Na+] (NaOH), C(C1=CC=CC=C1)N1CCN(CC1)C1CCC(CC1)C(=O)OCC (ethyl 4-(4-benzylpiperazin-1-yl)cyclohexanecarboxylate). Solvent: CO (Methanol). Run at time 2 day. Product: C(C1=CC=CC=C1)N1CCN(CC1)C1CCC(CC1)C(=O)O (4-(4-benzylpiperazin-1-yl)cyclohexanecarboxylic acid). RXN SMILES: [OH-].[Na+].[CH2:3]([N:10]1[CH2:15][CH2:14][N:13]([CH:16]2[CH2:21][CH2:20][CH:19]([C:22]([O:24]CC)=[O:23])[CH2:18][CH2:17]2)[CH2:12][CH2:11]1)[C:4]1[CH:9]=[CH:8][CH:7]=[CH:6][CH:5]=1>CO>[CH2:3]([N:10]1[CH2:11][CH2:12][N:13]([CH:16]2[CH2:17][CH2:18][CH:19]([C:22]([OH:24])=[O:23])[CH2:20][CH2:21]2)[CH2:14][CH2:15]1)[C:4]1[CH:9]=[CH:8][CH:7]=[CH:6][CH:5]=1 |f:0.1|. Procedure: 1 M NaOH (23 ml) is added to a solution of ethyl 4-(4-benzylpiperazin-1-yl)cyclohexanecarboxylate (2.56 g) in Methanol (30 ml). The mixture is stirred for 2 days and the solvent is removed under reduced pressure. The crude product is purified using reverse phase HPLC (Varian C18 Microsorb) eluting with a gradient of 10-100% acetonitrile in water containing 0.2% trifluoroacetic acid to give 4-(4-benzylpiperazin-1-yl)cyclohexanecarboxylic acid: (2.33 g). m/z(+) 303 (M+H+). The reactants are ClC=1C=C(C=CC1Cl)/C=C/C(=O)N1CCNC(CC1)=O (1-[(E)-3-(3,4-dichloro-phenyl)-acryloyl]-[1,4]diazepan-5-one), Cl.Cl.N1(CCCCC1)CCCN1CCNCCC1=O (4-(3-piperidin-1-yl-propyl)-[1,4]diazepan-5-one-dihydrochloride), FC(C=1C=C(/C=C/C(=O)O)C=CC1)(F)F ((E)-3-(trifluoromethyl)cinnamic acid), Cl.Cl.N1(CCCCC1)CCCN1CCNCCC1=O (4-(3-piperidin-1-yl-propyl)-[1,4]diazepan-5-one-dihydrochloride). Yields the product N1(CCCCC1)CCCN1CCN(CCC1=O)C(\C=C\C1=CC(=CC=C1)C(F)(F)F)=O (4-(3-Piperidin-1-yl-propyl)-1-[(E)-3-(3-trifluoromethyl-phenyl)-acryloyl]-[1,4]diazepan-5-one). RXN SMILES: ClC1C=C(/C=C/C(N2CCC(=O)NCC2)=O)C=CC=1Cl.[F:21][C:22]([F:35])([F:34])[C:23]1[CH:24]=[C:25]([CH:31]=[CH:32][CH:33]=1)/[CH:26]=[CH:27]/[C:28]([OH:30])=O.Cl.Cl.[N:38]1([CH2:44][CH2:45][CH2:46][N:47]2[C:53](=[O:54])[CH2:52][CH2:51][NH:50][CH2:49][CH2:48]2)[CH2:43][CH2:42][CH2:41][CH2:40][CH2:39]1>>[N:38]1([CH2:44][CH2:45][CH2:46][N:47]2[C:53](=[O:54])[CH2:52][CH2:51][N:50]([C:28](=[O:30])/[CH:27]=[CH:26]/[C:25]3[CH:31]=[CH:32][CH:33]=[C:23]([C:22]([F:21])([F:35])[F:34])[CH:24]=3)[CH2:49][CH2:48]2)[CH2:39][CH2:40][CH2:41][CH2:42][CH2:43]1 |f:2.3.4|. Procedure details: In analogy to the procedure described in intermediate 1A, (E)-3-(trifluoromethyl)cinnamic acid and 4-(3-piperidin-1-yl-propyl)-[1,4]diazepan-5-one-dihydrochloride (intermediate 4B, suspended in CH2Cl2 with 4 equivalent of Et3N) gave after purification on catridges, Si-Amine, 70 mL, 20 g (EtOAc) the title compound as a light yellow viscous oil. MS: 438.4 (MH+).